This data is from the Open Reaction Database (ORD), a public repository of structured organic reaction records. The task is: describe an organic reaction: reactants, conditions, products, and yield The reactants are CC(C[C@@H](C(=O)O)CC(=O)OC(C)(C)C)C ((2R)-4-methyl-2-(t-butoxycarbonylmethyl)pentanoic acid), C=1C=CC2=C(C1)N=NN2O.O (HOBt H2O), CN1CCOCC1 (N-methylmorpholine), O=C1NCCCCCCN2C=3C=CC=CC3C(CC1)=C2 (9-oxo-1,8-diazatricyclo[10.6.1.013,18 ]nonadeca-12(19), 13(18),14,16-tetraene), CCN=C=NCCCN(C)C (EDCI). Solvent: CN(C)C=O (DMF). Reaction conditions: time 8 hour. Yields the product C(C)(C)(C)OC(C[C@@H](CC(C)C)C(N[C@@H]1C(NCCCCCCN2C=3C=CC=CC3C(C1)=C2)=O)=O)=O ((3R,10S)-5-methyl-3-(9-oxo-1,8-diaza-tricyclo[10.6.1.013,18 ]nonadeca-12(19),13(18),14,16-tetraen-10-ylcarbamoyl)hexanoic acid t-butyl ester). The yield is 62.7%. Reaction SMILES: [CH3:1][CH:2]([CH3:16])[CH2:3][C@H:4]([CH2:8][C:9]([O:11][C:12]([CH3:15])([CH3:14])[CH3:13])=[O:10])[C:5]([OH:7])=O.C1C=CC2N(O)N=[N:23]C=2C=1.O.CN1CCOCC1.[O:35]=[C:36]1[CH2:53][CH2:52][C:51]2=[CH:54][N:44]([C:45]3[CH:46]=[CH:47][CH:48]=[CH:49][C:50]=32)[CH2:43][CH2:42][CH2:41][CH2:40][CH2:39][CH2:38][NH:37]1.CCN=C=NCCCN(C)C>CN(C=O)C>[C:12]([O:11][C:9](=[O:10])[CH2:8][C@H:4]([C:5](=[O:7])[NH:23][C@H:53]1[CH2:52][C:51]2=[CH:54][N:44]([C:45]3[CH:46]=[CH:47][CH:48]=[CH:49][C:50]=32)[CH2:43][CH2:42][CH2:41][CH2:40][CH2:39][CH2:38][NH:37][C:36]1=[O:35])[CH2:3][CH:2]([CH3:1])[CH3:16])([CH3:15])([CH3:14])[CH3:13] |f:1.2|. Procedure details: Alternatively, to a solution of (2R)-4-methyl-2-(t-butoxycarbonylmethyl)pentanoic acid as prepared above (2.39 g, 10.4 mmol), HOBt-H2O (2.5 g, 1 eq.), N-methylmorpholine (2.3 mL, 2 eq.), and (10S)-10-amino-(9-oxo-1,8-diazatricyclo[10.6.1.013,18 ]nonadeca-12(19), 13(18),14,16-tetraene (2.96 g, 1 eq.) in dry DMF (200 mL) under argon was added EDCI (3.96 g, 2.0 eq.). The resulting mixture was stirred overnight, then the next morning the DMF was removed at 35° C. under high vacuum. The residue was p... Starting materials: CCC(=O)O, Oc1ccnc2cc(F)ccc12, O=[N+]([O-])O. The product is O=[N+]([O-])c1cnc2cc(F)ccc2c1O. Reaction SMILES: [CH3:17][CH2:18][C:19](=[O:20])[OH:21].[F:5][c:6]1[cH:7][cH:8][c:9]2[c:10]([OH:16])[cH:11][cH:12][n:13][c:14]2[cH:15]1.[OH:1][N+:2]([O-:3])=[O:4]>>[O-:1][N+:2](=[O:4])[c:11]1[c:10]([OH:16])[c:9]2[cH:8][cH:7][c:6]([F:5])[cH:15][c:14]2[n:13][cH:12]1. Starting materials: BrC(C(CCBr)(F)F)(F)F (1,4-dibromo-1,1,2,2-tetrafluorobutane), C(C1=CC=CC=C1)(=O)[O-].[Na+] (sodium benzoate), C1(=CC=CC=C1)C (toluene), O (water). Solvent: CS(=O)C (dimethyl sulfoxide). Reaction conditions: temperature 60 celsius, time 3.5 hour. Yields the product C(C1=CC=CC=C1)(=O)OCCC(C(F)(F)Br)(F)F (4-bromo-3,3,4,4-tetrafluorobutyl benzoate). Reaction SMILES: [Br:1][C:2]([F:10])([F:9])[C:3]([F:8])([F:7])[CH2:4][CH2:5]Br.[C:11]([O-:19])(=[O:18])[C:12]1[CH:17]=[CH:16][CH:15]=[CH:14][CH:13]=1.[Na+].C1(C)C=CC=CC=1.O>CS(C)=O>[C:11]([O:19][CH2:5][CH2:4][C:3]([F:8])([F:7])[C:2]([Br:1])([F:10])[F:9])(=[O:18])[C:12]1[CH:17]=[CH:16][CH:15]=[CH:14][CH:13]=1 |f:1.2|. Procedure: In 42 g of dimethyl sulfoxide were dissolved 10.0 g (0.035 mole) of 1,4-dibromo-1,1,2,2-tetrafluorobutane and 5.0 g (0.035 mole) of sodium benzoate, which was stirred at 60° C. for 3.5 hours. The reaction solution was cooled to room temperature, after which toluene and water were added. The organic layer was taken out and washed once with 20 g of an aqueous saturated sodium hydrogen carbonate solution and twice with 20 g of an aqueous saturated sodium chloride solution. The organic layer was con...